This data is from the Open Reaction Database (ORD), a public repository of structured organic reaction records. The task is: describe an organic reaction: reactants, conditions, products, and yield As a reaction SMILES: C([O:5][C:6](=[O:44])[C@@H:7]([NH:34][S:35]([C:38]1[CH:43]=[CH:42][CH:41]=[CH:40][CH:39]=1)(=[O:37])=[O:36])[CH2:8][N:9]1[CH:17]=[N:16][C:15]2[C:10]1=[N:11][CH:12]=[N:13][C:14]=2[N:18]1[CH2:23][CH2:22][CH:21]([C:24]2[CH:33]=[CH:32][C:31]3[CH2:30][CH2:29][CH2:28][NH:27][C:26]=3[N:25]=2)[CH2:20][CH2:19]1)(C)(C)C.FC(F)(F)C(O)=O>ClCCl>[C:38]1([S:35]([NH:34][C@@H:7]([CH2:8][N:9]2[CH:17]=[N:16][C:15]3[C:10]2=[N:11][CH:12]=[N:13][C:14]=3[N:18]2[CH2:23][CH2:22][CH:21]([C:24]3[CH:33]=[CH:32][C:31]4[CH2:30][CH2:29][CH2:28][NH:27][C:26]=4[N:25]=3)[CH2:20][CH2:19]2)[C:6]([OH:44])=[O:5])(=[O:36])=[O:37])[CH:43]=[CH:42][CH:41]=[CH:40][CH:39]=1. Run at time 1.5 hour. Run in ClCCl (dichloromethane). The reactants are FC(C(=O)O)(F)F (trifluoroacetic acid), C(C)(C)(C)OC([C@H](CN1C2=NC=NC(=C2N=C1)N1CCC(CC1)C1=NC=2NCCCC2C=C1)NS(=O)(=O)C1=CC=CC=C1)=O ((2S)-2-Benzenesulfonylamino-3-(6-(4-(5,6,7,8-tetrahydro-[1,8]naphthyridin-2-yl)-piperidin-1-yl)-purin-9-yl)-propionic acid tert-butyl ester), FC(C(=O)O)(F)F (trifluoroacetic acid). Procedure details: 38 mg of the compound of step b) were dissolved in 1.5 ml of dichloromethane, and 1.5 ml of trifluoroacetic acid were added. After stirring for 5 hours at ambient temperature additional 0.1 ml of trifluoroacetic acid were added and stirring was continued for further 1.5 hours. The solvents were removed in vacuo, the residue was dissolved in acetic acid and again the solvent was removed in vacuo. The remaining resin was triturated with diethylether and the product isolated by filtration. Yield: 2... The product is C1(=CC=CC=C1)S(=O)(=O)N[C@H](C(=O)O)CN1C2=NC=NC(=C2N=C1)N1CCC(CC1)C1=NC=2NCCCC2C=C1 ((2S)-2-Benzenesulfonylamino-3-(6-(4-(5,6,7,8-tetrahydro-[1,8]naphthyridin-2-yl)-piperidin-1-yl)-purin9-yl)-propionic acid). The reactants are CC1=CC=C(C=C1)C(CCN1CCCCC1)NC(=O)CC1=NC2=CC=CC=C2C=C1 (N-[1-(4-methylphenyl)-3-piperidinopropyl]quinaldinamide), O.O.C(C(=O)O)(=O)O (oxalic acid dihydrate). Product: C(C(=O)O)(=O)O.CC1=CC=C(C=C1)C(CCN1CCCCC1)NC(=O)CC1=NC2=CC=CC=C2C=C1 (N-[1-(4-methylphenyl)-3-piperidinopropyl]quinaldinamide oxalate). Isolated yield 77.7%. RXN SMILES: [CH3:1][C:2]1[CH:7]=[CH:6][C:5]([CH:8]([NH:17][C:18]([CH2:20][C:21]2[CH:30]=[CH:29][C:28]3[C:23](=[CH:24][CH:25]=[CH:26][CH:27]=3)[N:22]=2)=[O:19])[CH2:9][CH2:10][N:11]2[CH2:16][CH2:15][CH2:14][CH2:13][CH2:12]2)=[CH:4][CH:3]=1.O.O.[C:33]([OH:38])(=[O:37])[C:34]([OH:36])=[O:35]>>[C:33]([OH:38])(=[O:37])[C:34]([OH:36])=[O:35].[CH3:1][C:2]1[CH:3]=[CH:4][C:5]([CH:8]([NH:17][C:18]([CH2:20][C:21]2[CH:30]=[CH:29][C:28]3[C:23](=[CH:24][CH:25]=[CH:26][CH:27]=3)[N:22]=2)=[O:19])[CH2:9][CH2:10][N:11]2[CH2:12][CH2:13][CH2:14][CH2:15][CH2:16]2)=[CH:6][CH:7]=1 |f:1.2.3,4.5|. Procedure details: The procedure of Example 7 was repeated using 917 mg (2.36 mmol.) of N-[1-(4-methylphenyl)-3-piperidinopropyl]quinaldinamide and 298 mg (2.36 mmol.) of oxalic acid dihydrate, to obtain 901 mg (yield: 80%) of the subject compound as a whilte crystalline product upon recrystallization from 8 ml of ethanol. Starting materials: Cl (hydrochloric acid), C(COCCOCCOCCO)O (tetraethylene glycol), N1=CC=CC=C1 (pyridine), S(=O)(Cl)Cl (thionyl chloride). The solvent is O (water), C1=CC=CC=C1 (benzene). Run at time 3 hour. The product is ClCCOCCOCCOCCCl (1,11-Dichloro-3,6,9-trioxaundecane). RXN SMILES: [CH2:1](O)[CH2:2][O:3][CH2:4][CH2:5][O:6][CH2:7][CH2:8][O:9][CH2:10][CH2:11]O.N1C=CC=CC=1.S(Cl)([Cl:22])=O.[ClH:24]>O.C1C=CC=CC=1>[Cl:24][CH2:1][CH2:2][O:3][CH2:4][CH2:5][O:6][CH2:7][CH2:8][O:9][CH2:10][CH2:11][Cl:22]. Procedure details: A mixture of 430 g of tetraethylene glycol (2.2 moles), 2000 ml of dry benzene, and 386 g of pyridine (4.9 moles) is heated to reflux, and 580 g of thionyl chloride (4.9 moles) is added dropwise with stirring in three hours. During this period the reflux temperature of the mixture drops from 86° to 78°, and a white precipitate is formed. Heating is continued overnight (16 hours) and, after cooling, 50 ml of hydrochloric acid diluted with 200 ml of water is added dropwise in about 15 minutes. Ben... The reactants are Cc1ccccc1, Cc1c(N=C=S)ccc2ocnc12, NCCN. Product: Cc1c(NC(=S)NCCN)ccc2ocnc12. RXN SMILES: [CH3:18][c:19]1[cH:20][cH:21][cH:22][cH:23][cH:24]1.[N:1](=[C:2]=[S:3])[c:4]1[cH:5][cH:6][c:7]2[c:8]([n:9][cH:10][o:11]2)[c:12]1[CH3:13].[NH2:14][CH2:15][CH2:16][NH2:17]>>[NH:1]([C:2](=[S:3])[NH:17][CH2:16][CH2:15][NH2:14])[c:4]1[cH:5][cH:6][c:7]2[c:8]([n:9][cH:10][o:11]2)[c:12]1[CH3:13]. The reactants are S(=O)(=O)(C1=CC=C(C)C=C1)OCC(O)CO (1-O-tosyl-glycerol), C(CCCCCCCCCCCCCCCCC)(=O)Cl (stearoyl chloride), C(CCCCCCCCCCCCCCCCC)(=O)Cl (stearoyl chloride), ( 1961)(951-970 ), CCOCC (ether). Solvent: ice, C(Cl)(Cl)Cl (chloroform), N1=CC=CC=C1 (pyridin). Conditions: time 8 hour. Yields the product C(CCCCCCCCCCCCCCCCC)(=O)OC(COS(=O)(=O)C1=CC=C(C)C=C1)COC(CCCCCCCCCCCCCCCCC)=O (1-tosyl-glycerol-2,3-distearate). Reaction SMILES: [S:1]([O:11][CH2:12][CH:13]([CH2:15][OH:16])[OH:14])([C:4]1[CH:10]=[CH:9][C:7]([CH3:8])=[CH:6][CH:5]=1)(=[O:3])=[O:2].CC[O:19][CH2:20][CH3:21].[C:22](Cl)(=[O:40])[CH2:23][CH2:24][CH2:25][CH2:26][CH2:27][CH2:28][CH2:29][CH2:30][CH2:31][CH2:32][CH2:33][CH2:34][CH2:35][CH2:36][CH2:37][CH2:38][CH3:39]>C(Cl)(Cl)Cl.N1C=CC=CC=1>[C:22]([O:14][CH:13]([CH2:15][O:16][C:20](=[O:19])[CH2:21][CH2:37][CH2:36][CH2:35][CH2:34][CH2:33][CH2:32][CH2:31][CH2:30][CH2:29][CH2:28][CH2:27][CH2:26][CH2:25][CH2:24][CH2:23][CH3:22])[CH2:12][O:11][S:1]([C:4]1[CH:5]=[CH:6][C:7]([CH3:8])=[CH:9][CH:10]=1)(=[O:2])=[O:3])(=[O:40])[CH2:23][CH2:24][CH2:25][CH2:26][CH2:27][CH2:28][CH2:29][CH2:30][CH2:31][CH2:32][CH2:33][CH2:34][CH2:35][CH2:36][CH2:37][CH2:38][CH3:39]. Procedure: 15.7 ml of stearoyl chloride dissolved in 50 ml of anhydrous stearoyl chloride were added dropwise within 1 hour to 46 mmoles of 1-O-tosyl-glycerol dissolved in 100 ml of anhydrous chloroform containing 4.25 ml of anhydrous pyridin at 0° C., according to the method of De HAAS and Van DEENEN Recueil. Trav. Chim. Pays-Bas 80 (1961)(951-970). After 24 hours at room temperature the reaction mixture was diluted by 150 ml of ether and poured in 150 ml of ice-cold 0.5 NH2SO4. The organic phase obtained... Reactants: CO, Nc1c(C(=O)O)cc(F)cc1[N+](=O)[O-]. Yields the product Nc1cc(F)cc(C(=O)O)c1N. As a reaction SMILES: [CH3:15][OH:16].[NH2:1][c:2]1[c:3]([C:4](=[O:5])[OH:6])[cH:7][c:8]([F:14])[cH:9][c:10]1[N+:11]([O-:12])=[O:13]>>[NH2:1][c:2]1[c:3]([C:4](=[O:5])[OH:6])[cH:7][c:8]([F:14])[cH:9][c:10]1[NH2:11].